Dataset: the Open Reaction Database (ORD), a public repository of structured organic reaction records. Task: describe an organic reaction: reactants, conditions, products, and yield Reactants: ClC1=C(C=CC(=C1)Cl)C(C(=O)C=1C=NC=CC1)CC (2-(2,4-dichlorophenyl)-1-(3-pyridyl)-1-butanone), [Cl-].COC[P+](C1=CC=CC=C1)(C1=CC=CC=C1)C1=CC=CC=C1 (methoxymethyltriphenylphosphonium chloride). Product: ClC1=C(C(C(=COC)C=2C=NC=CC2)CC)C=CC(=C1)Cl (3-(2,4-dichloro-β-ethyl-α-methoxymethylenephenethyl)-pyridine). As a reaction SMILES: [Cl:1][C:2]1[CH:7]=[C:6]([Cl:8])[CH:5]=[CH:4][C:3]=1[CH:9]([CH2:18][CH3:19])[C:10]([C:12]1[CH:13]=[N:14][CH:15]=[CH:16][CH:17]=1)=O.[Cl-].[CH3:21][O:22][CH2:23][P+](C1C=CC=CC=1)(C1C=CC=CC=1)C1C=CC=CC=1>>[Cl:1][C:2]1[CH:7]=[C:6]([Cl:8])[CH:5]=[CH:4][C:3]=1[CH:9]([CH2:18][CH3:19])[C:10]([C:12]1[CH:13]=[N:14][CH:15]=[CH:16][CH:17]=1)=[CH:21][O:22][CH3:23] |f:1.2|. Procedure: starting from 2-(2,4-dichlorophenyl)-1-(3-pyridyl)-1-butanone and methoxymethyltriphenylphosphonium chloride there is obtained 3-(2,4-dichloro-β-ethyl-α-methoxymethylenephenethyl)-pyridine as an isomer mixture in the form of a yellow oil; The reactants are Cl (HCl), CC=1NC=2C(=C(N1)N1CCOCC1)N=C(C2)C2=CC=CC=C2 (4-(2-Methyl-6-phenylpyrrolo[2,3-e]pyrimidin-4-yl)morpholine), ClC(CCC)C1OCCO1 (2-(1-chlorobutyl)-1,3-dioxolane), N(C(C)C)(C(C)C)CC (iso-Pr2NEt). Run in C1(=CC=CC=C1)C.CN(C)C=O (toluene DMF), C(Cl)Cl.CCOC(=O)C (CH2Cl2 EtOAc). The product is Cl.O1C(OCC1)CCCCN1C(=CC=2N=C(N=C(C21)N)C)C2=CC=CC=C2 (5-(4-(1,3-Dioxolan-2-yl)butyl)-2-methyl-6-phenylpyrrolo[3,2-d]pyrimidine-4-ylamine Hydrochloride). Yield: 21.3%. Reaction SMILES: [CH3:1][C:2]1[NH:3][C:4]2[C:5]([N:14]=[C:15]([C:17]3[CH:22]=[CH:21][CH:20]=[CH:19][CH:18]=3)[CH:16]=2)=[C:6]([N:8]2CCOCC2)[N:7]=1.[Cl:23][CH:24]([CH:28]1[O:32][CH2:31][CH2:30][O:29]1)[CH2:25][CH2:26][CH3:27].N(CC)(C(C)C)C(C)C.Cl>C1(C)C=CC=CC=1.CN(C=O)C.C(Cl)Cl.CCOC(C)=O>[ClH:23].[O:29]1[CH2:30][CH2:31][O:32][CH:28]1[CH2:24][CH2:25][CH2:26][CH2:27][N:14]1[C:5]2[C:6]([NH2:8])=[N:7][C:2]([CH3:1])=[N:3][C:4]=2[CH:16]=[C:15]1[C:17]1[CH:18]=[CH:19][CH:20]=[CH:21][CH:22]=1 |f:4.5,6.7,8.9|. Procedure details: A solution of 2-methyl-4-amino-6-phenylpyrrolo[3,2-d]pyrimidine (Example 22) (0.079 g, 0.35 mmol), 2-(1-chlorobutyl)-1,3-dioxolane (Fluka Chemika) (0.14 g, 0.85 mmol), and iso-Pr2NEt (0.3 mL, 1.7 mmol) in toluene/DMF (2.5:1.0 mL) was heated at reflux for 6 days. The mixture was allowed to cool to room temperature and purified by flash chromatography on silica gel with 5% NH3 (2N in MeOH) 5% MeOH in CH2Cl2 to afford the product. The product was dissolved in CH2Cl2/EtOAc (1:1) and the solution was...